describe an organic reaction: reactants, conditions, products, and yield From a dataset of the Open Reaction Database (ORD), a public repository of structured organic reaction records. Starting materials: N1=C(C=CC=C1)CNC(C1=CC=C(C=C1)OCCCCCCCCCCCCCC)=O (N-(2-Pyridinylmethyl)-4-(tetradecyloxy)benzamide), O (water), C(C=1C(=CC=CC1)OC)(=O)Cl (o-anisoyl chloride). Solvent: O1CCCC1 (tetrahydrofuran), [H-].[Na+] (sodium hydride). Yields the product COC1=C(C(=O)N(C(C2=CC=C(C=C2)OCCCCCCCCCCCCCC)=O)CC2=NC=CC=C2)C=CC=C1 (2-Methoxy-N-(2-pyridinylmethyl)-N-[4-(tetradecyloxy)benzoyl]benzamide). Isolated yield 96.5%. RXN SMILES: [N:1]1[CH:6]=[CH:5][CH:4]=[CH:3][C:2]=1[CH2:7][NH:8][C:9](=[O:31])[C:10]1[CH:15]=[CH:14][C:13]([O:16][CH2:17][CH2:18][CH2:19][CH2:20][CH2:21][CH2:22][CH2:23][CH2:24][CH2:25][CH2:26][CH2:27][CH2:28][CH2:29][CH3:30])=[CH:12][CH:11]=1.[C:32](Cl)(=[O:41])[C:33]1[C:34]([O:39][CH3:40])=[CH:35][CH:36]=[CH:37][CH:38]=1.O>O1CCCC1.[H-].[Na+]>[CH3:40][O:39][C:34]1[CH:35]=[CH:36][CH:37]=[CH:38][C:33]=1[C:32]([N:8]([CH2:7][C:2]1[CH:3]=[CH:4][CH:5]=[CH:6][N:1]=1)[C:9](=[O:31])[C:10]1[CH:11]=[CH:12][C:13]([O:16][CH2:17][CH2:18][CH2:19][CH2:20][CH2:21][CH2:22][CH2:23][CH2:24][CH2:25][CH2:26][CH2:27][CH2:28][CH2:29][CH3:30])=[CH:14][CH:15]=1)=[O:41] |f:4.5|. Procedure: To a solution of 1 g of product from Example 4 in 15 ml of dry tetrahydrofuran is added in one portion 0.0622 g of sodium hydride. The mixture is heated at reflux temperature for 2 hours, cooled to room temperature and 0.442 g o-anisoyl chloride is added. The reaction is then heated at reflux for 1.5 hours, cooled to room temperature, poured into water and extracted with ethyl acetate. The organic layer is washed with saturated sodium chloride, dried and concentrated in vacuo. The residue is pur... Starting materials: COC(C1=CC(C(=O)OC)=CC(=C1)Br)=O (5-bromo-isophthalic acid dimethyl ester), [H-].C(C(C)C)[Al+]CC(C)C (diisobutylaluminum hydride). Run in C(Cl)Cl (methylene chloride). Reaction conditions: temperature 0 celsius. Product: BrC=1C=C(C=C(C1)CO)CO ((3-bromo-5-hydroxymethyl-phenyl)-methanol). Isolated yield 99.2%. RXN SMILES: C[O:2][C:3](=O)[C:4]1[CH:13]=[C:12]([Br:14])[CH:11]=[C:6]([C:7](OC)=[O:8])[CH:5]=1.[H-].C([Al+]CC(C)C)C(C)C>C(Cl)Cl>[Br:14][C:12]1[CH:13]=[C:4]([CH2:3][OH:2])[CH:5]=[C:6]([CH2:7][OH:8])[CH:11]=1 |f:1.2|. Procedure details: To a solution of 5-bromo-isophthalic acid dimethyl ester (4.54 g, 16.63 mmol) in methylene chloride (50 mL) cooled to 0° C. under argon was added diisobutylaluminum hydride (80 mL, 80 mmol, 1 M in toluene) via syringe. The reaction was quenched by Rochelle salt solution after 1 h of stirring at 0° C. The biphasic mixture was then stirred at room temperature for 12 h before work-up. The product was extracted with diethyl ether (2×50 mL). The organic layers were washed with water, brine and dried ... The reactants are C1(C=2C(C(=O)O1)=CC=CC2)=O (Phthalic anhydride), Cl.N(N)C1=CC=NC=C1 (4-hydrazinopyridine hydrochloride). RXN SMILES: [C:1]1(=O)O[C:4](=O)[C:3]2=[CH:7][CH:8]=[CH:9][CH:10]=[C:2]12.Cl.[NH:13]([C:15]1[CH:20]=[CH:19][N:18]=[CH:17][CH:16]=1)[NH2:14]>C(O)(=O)C>[N:18]1[CH:19]=[CH:20][C:15]([NH:13][N:14]2[CH2:4][C:3]3[C:2](=[CH:10][CH:9]=[CH:8][CH:7]=3)[CH2:1]2)=[CH:16][CH:17]=1 |f:1.2|. Product: N1=CC=C(C=C1)NN1CC2=CC=CC=C2C1 (N-(4-pyridinylamino)-1H-isoindole). The yield is 110.3%. Run in C(C)(=O)O (acetic acid). Procedure details: Phthalic anhydride (5.1 g) and 4-hydrazinopyridine hydrochloride (5.0 g) were suspended in glacial acetic acid (300 ml), and the mixture was heated under reflux for 8 hrs. The reaction mixture was evaporated, and the residue was triturated with 2-propanol. The solid was collected and dried to give 8.0 g of N-(4-pyridinylamino)-1H-isoindole. 1M lithium aluminum hydride in tetrahydrofuran (72.5 ml) was added dropwise to a portion (4.0 g) of the above solid suspended in tetrahydrofuran (200 ml) at ... Reactants: C12(CC3CC(CC(C1)C3)C2)COC2=CC(=C(C(=O)O)C=C2C2CC2)F (4-(adamantan-1-ylmethoxy)-5-cyclopropyl-2-fluorobenzoic acid), Cl.CN(CCCN=C=NCC)C (N-(3-dimethylaminopropyl)-N′-ethylcarbodiimide hydrochloride), Cl (hydrochloric acid), CS(=O)(=O)N (methanesulfonamide). The reagents and catalysts are CN(C1=CC=NC=C1)C (4-(dimethylamino)pyridine). The solvent is ClCCl (dichloromethane), O1CCCC1 (tetrahydrofuran), C(C)(=O)OCC (ethyl acetate). Reaction conditions: time 10 minute. Yields the product C12(CC3CC(CC(C1)C3)C2)COC2=CC(=C(C(=O)NS(=O)(=O)C)C=C2C2CC2)F (4-(adamantan-1-ylmethoxy)-5-cyclopropyl-2-fluoro-N-(methylsulfonyl)-benzamide). The yield is 71.2%. As a reaction SMILES: [C:1]12([CH2:11][O:12][C:13]3[C:21]([CH:22]4[CH2:24][CH2:23]4)=[CH:20][C:16]([C:17](O)=[O:18])=[C:15]([F:25])[CH:14]=3)[CH2:10][CH:5]3[CH2:6][CH:7]([CH2:9][CH:3]([CH2:4]3)[CH2:2]1)[CH2:8]2.Cl.CN(C)CCCN=C=NCC.[CH3:38][S:39]([NH2:42])(=[O:41])=[O:40].Cl>ClCCl.O1CCCC1.CN(C)C1C=CN=CC=1.C(OCC)(=O)C>[C:1]12([CH2:11][O:12][C:13]3[C:21]([CH:22]4[CH2:24][CH2:23]4)=[CH:20][C:16]([C:17]([NH:42][S:39]([CH3:38])(=[O:41])=[O:40])=[O:18])=[C:15]([F:25])[CH:14]=3)[CH2:10][CH:5]3[CH2:6][CH:7]([CH2:9][CH:3]([CH2:4]3)[CH2:2]1)[CH2:8]2 |f:1.2|. Procedure details: To a stirred solution of 4-(adamantan-1-ylmethoxy)-5-cyclopropyl-2-fluorobenzoic acid (0.52 g, 1.50 mmol) in dichloromethane (40 mL) and tetrahydrofuran (40 mL) were added N-(3-dimethylaminopropyl)-N′-ethylcarbodiimide hydrochloride (0.43 g, 2.24 mmol), and 4-(dimethylamino)pyridine (0.42 g, 3.43 mmol). The reaction mixture was stirred at ambient temperature for 10 min, methanesulfonamide (0.22 g, 2.28 mmol) was added and stirring continued at ambient temperature for 36 h. 5% aqueous hydrochlori...